This data is from the Open Reaction Database (ORD), a public repository of structured organic reaction records. The task is: describe an organic reaction: reactants, conditions, products, and yield Starting materials: CCCCCBr, C1CCOC1, Fc1cc(-c2ccc(C3CC[SiH](Cl)CC3)cc2)ccc1OC(F)F, [Mg]. Product: CCCCC[SiH]1CCC(c2ccc(-c3ccc(OC(F)F)c(F)c3)cc2)CC1. As a reaction SMILES: [CH2:1]([CH2:2][CH2:3][CH2:4][CH3:5])[Br:6].[CH2:32]1[O:33][CH2:34][CH2:35][CH2:36]1.[Cl:8][SiH:9]1[CH2:10][CH2:11][CH:12]([c:15]2[cH:16][cH:17][c:18](-[c:21]3[cH:22][c:23]([F:31])[c:24]([O:27][CH:28]([F:29])[F:30])[cH:25][cH:26]3)[cH:19][cH:20]2)[CH2:13][CH2:14]1.[Mg:7]>>[CH2:1]([CH2:2][CH2:3][CH2:4][CH3:5])[SiH:9]1[CH2:10][CH2:11][CH:12]([c:15]2[cH:16][cH:17][c:18](-[c:21]3[cH:22][c:23]([F:31])[c:24]([O:27][CH:28]([F:29])[F:30])[cH:25][cH:26]3)[cH:19][cH:20]2)[CH2:13][CH2:14]1. Starting materials: B(O)(O)O (Boric acid), CC(C)(CC(C)O)O (2-methyl-2,4-pentanediol), O (water). Run in C1=CC=CC=C1 (benzene). The product is CC1(OB(OC(C1)C)O)C (4,4,6-trimethyl-2-hydroxy-1,3,2-dioxaborinane). RXN SMILES: [B:1]([OH:4])([OH:3])[OH:2].[CH3:5][C:6](O)([CH2:8][CH:9](O)[CH3:10])[CH3:7].O>C1C=CC=CC=1>[CH3:5][C:6]1([CH3:7])[CH2:8][CH:9]([CH3:10])[O:3][B:1]([OH:4])[O:2]1. Reported procedure: Boric acid (1 mole) and 2-methyl-2,4-pentanediol (1 mole) were placed in a reaction vessel with 1000 ml of benzene and the mixture refluxed until 2 moles of water were removed. Evaporation of the benzene at reduced pressure gave a liquid which slowly crystallized to give a white solid mp 73°-75° C [literature mp 69°-70° C, H. Steinberg and D. L. Hunter, Ind. & Eng. Chem 49°, 174°-181 (1957)]. Starting materials: O1CCCC1 (tetrahydrofuran), FC(C(O[Si](CC)(CC)CC)C1=CC(=NC=C1)C#N)(F)F (4-[2,2,2-trifluoro-1-(triethylsilyloxy)ethyl]pyridine-2-carbonitrile), [F-].C(CCC)[N+](CCCC)(CCCC)CCCC (tetrabutylammonium fluoride). The solvent is O (water). Conditions: time 5 hour. The product is FC(C(O)C1=CC(=NC=C1)C#N)(F)F (4-(2,2,2-trifluoro-1-hydroxyethyl)pyridine-2-carbonitrile). The yield is 73.0%. As a reaction SMILES: O1CCCC1.[F:6][C:7]([F:26])([F:25])[CH:8]([C:17]1[CH:22]=[CH:21][N:20]=[C:19]([C:23]#[N:24])[CH:18]=1)[O:9][Si](CC)(CC)CC.[F-].C([N+](CCCC)(CCCC)CCCC)CCC>O>[F:26][C:7]([F:6])([F:25])[CH:8]([C:17]1[CH:22]=[CH:21][N:20]=[C:19]([C:23]#[N:24])[CH:18]=1)[OH:9] |f:2.3|. Procedure details: To 40 ml of tetrahydrofuran was added 12 g of 4-[2,2,2-trifluoro-1-(triethylsilyloxy)ethyl]pyridine-2-carbonitrile, and 15 ml of tetrabutylammonium fluoride (1M tetrahydrofuran solution) was added at 0° C. After the mixture was stirred at room temperature for 5 hours, water was added to the reaction solution, the resultant solution was extracted with ethyl acetate three times, and the organic layers were combined, dried with anhydrous magnesium sulfate, and concentrated. The residue was subjecte...